This data is from the Open Reaction Database (ORD), a public repository of structured organic reaction records. The task is: describe an organic reaction: reactants, conditions, products, and yield The reactants are FC(C(=O)C(C1CCN(CC1)C(=O)OCC1=CC=CC=C1)N)(F)F (4-(trifluoroacetyl-aminomethyl)-N(benzyloxycarbonyl)-piperidine), [OH-].[Na+] (NaOH). Run in O1CCOCC1 (dioxane). Conditions: temperature 40 celsius, time 3 hour. The product is NCC1CCN(CC1)C(=O)OCC1=CC=CC=C1 (4-(Aminomethyl)-N(benzyloxycarbonyl)-piperidine). Reaction SMILES: FC(F)(F)C([CH:5]([NH2:22])[CH:6]1[CH2:11][CH2:10][N:9]([C:12]([O:14][CH2:15][C:16]2[CH:21]=[CH:20][CH:19]=[CH:18][CH:17]=2)=[O:13])[CH2:8][CH2:7]1)=O.[OH-].[Na+]>O1CCOCC1>[NH2:22][CH2:5][CH:6]1[CH2:11][CH2:10][N:9]([C:12]([O:14][CH2:15][C:16]2[CH:17]=[CH:18][CH:19]=[CH:20][CH:21]=2)=[O:13])[CH2:8][CH2:7]1 |f:1.2|. Procedure details: 27.5 g (79.88 mmol) 4-(trifluoroacetyl-aminomethyl)-N(benzyloxycarbonyl)-piperidine are dissolved in 150 ml dioxane and 150 ml 1 N NaOH solution are added. The mixture is stirred for 3 hours at 40° C. and then the solvent is concentrated under vacuum. The residue is collected in water and extracted three times with DCM. The combined DCM phases are dried over Na2SO4 and then the solvent is concentrated under vacuum.